This data is from the Open Reaction Database (ORD), a public repository of structured organic reaction records. The task is: describe an organic reaction: reactants, conditions, products, and yield Product: CC(C)(C)OC(=O)N1CCC(N=[N+]=[N-])C(O)C1. The reactants are CC(C)(C)OC(=O)N1CCC2OC2C1, CO, [Cl-], [N-]=[N+]=[N-], [NH4+], [Na+], O, O. RXN SMILES: [C:1]([CH3:2])([CH3:3])([CH3:4])[O:5][C:6](=[O:7])[N:8]1[CH2:9][CH:10]2[O:11][CH:12]2[CH2:13][CH2:14]1.[CH3:22][OH:23].[Cl-:19].[N-:16]=[N+:17]=[N-:18].[NH4+:20].[Na+:15].[OH2:21].[OH2:24]>>[C:1]([CH3:2])([CH3:3])([CH3:4])[O:5][C:6](=[O:7])[N:8]1[CH2:9][CH:10]([OH:11])[CH:12]([N:16]=[N+:17]=[N-:18])[CH2:13][CH2:14]1. Starting materials: BrC=1C=C(C(=C(C1)F)C)[N+](=O)[O-] (5-bromo-1-fluoro-2-methyl-3-nitro-benzene). As a reaction SMILES: [Br:1][C:2]1[CH:3]=[C:4]([N+:10]([O-])=O)[C:5]([CH3:9])=[C:6]([F:8])[CH:7]=1>C(O)C.O.Cl.[Fe]>[Br:1][C:2]1[CH:7]=[C:6]([F:8])[C:5]([CH3:9])=[C:4]([NH2:10])[CH:3]=1. The reagents and catalysts are [Fe] (iron). Run in C(C)O (ethanol), O (water), Cl (hydrochloric acid). Yields the product BrC=1C=C(C(=C(C1)N)C)F (5-Bromo-3-fluoro-2-methyl-phenylamine). Reported procedure: A mixture of 5-bromo-1-fluoro-2-methyl-3-nitro-benzene (9.96 g) and iron powder (11.9 g) in ethanol (100 ml), water (20 ml) and concentrated hydrochloric acid (2 ml) was heated at reflux for one hour. After cooling, the reaction mixture was filtered through hyflo (calcined diatomaceous earth) and concentrated. The residue was purified by chromatography on silica gel (ethyl acetate/cyclohexane 1:9 to 1:4). Yield: 7.06 g of 5-bromo-3-fluoro-2-methyl-phenylamine as an oil. The reactants are C, CC(C)C(NC(=O)OCc1ccccc1)C(=O)OCC1OC(n2cc(F)c(=O)[nH]c2=O)CC1O, CC(C)O, CC(C)O, Cl, [H][H], [Pd]. The product is Cl, CC(C)C(N)C(=O)OCC1OC(n2cc(F)c(=O)[nH]c2=O)CC1O. As a reaction SMILES: [C:46].[CH2:1]([O:2][C:3](=[O:4])[NH:11][CH:12]([CH:13]([CH3:14])[CH3:15])[C:16](=[O:17])[O:18][CH2:19][CH:20]1[CH:21]([OH:34])[CH2:22][CH:23]([n:25]2[c:26](=[O:27])[nH:28][c:29](=[O:30])[c:31]([F:33])[cH:32]2)[O:24]1)[c:5]1[cH:6][cH:7][cH:8][cH:9][cH:10]1.[CH:35]([OH:36])([CH3:37])[CH3:38].[CH:42]([OH:43])([CH3:44])[CH3:45].[ClH:39].[H:40][H:41].[Pd:47]>>[ClH:39].[NH2:11][CH:12]([CH:13]([CH3:14])[CH3:15])[C:16](=[O:17])[O:18][CH2:19][CH:20]1[CH:21]([OH:34])[CH2:22][CH:23]([n:25]2[c:26](=[O:27])[nH:28][c:29](=[O:30])[c:31]([F:33])[cH:32]2)[O:24]1. The reactants are [N-]=[N+]=[N-].[Na+] (sodium azide), [Cl-].[NH4+] (ammonium chloride), C(#N)C1N(CCOC1)C(=O)OC(C)(C)C (tert-butyl 3-cyanomorpholine-4-carboxylate). The solvent is CN(C)C=O (DMF), CCOC(=O)C (EtOAc). Reaction conditions: temperature 25 celsius. Product: N1=NN=NC1C1N(CCOC1)C(=O)OC(C)(C)C (Tert-butyl 3-(5H-tetrazol-5-yl)morpholine-4-carboxylate). Yield: 41.0%. As a reaction SMILES: [C:1]([CH:3]1[CH2:8][O:7][CH2:6][CH2:5][N:4]1[C:9]([O:11][C:12]([CH3:15])([CH3:14])[CH3:13])=[O:10])#[N:2].[N-:16]=[N+:17]=[N-:18].[Na+].[Cl-].[NH4+]>CN(C=O)C.CCOC(C)=O>[N:16]1[CH:1]([CH:3]2[CH2:8][O:7][CH2:6][CH2:5][N:4]2[C:9]([O:11][C:12]([CH3:15])([CH3:14])[CH3:13])=[O:10])[N:2]=[N:18][N:17]=1 |f:1.2,3.4|. Reported procedure: A mixture of tert-butyl 3-cyanomorpholine-4-carboxylate (5 g, 23.6 mmol, the compound was synthesized according to the procedure as described in J. Med. Chem. 2007, 50(20), 4953-4975), sodium azide (1.53 g, 23.6 mmol) and ammonium chloride (0.63 g, 11.8 mmol) in anhydrous DMF (30 mL) was stirred at 100° C. for 72 hours and cooled to 25° C. The reaction mixture was diluted with EtOAc (300 mL), then washed with brine (150 mL×6). The organic phase was concentrated in vacuo and the residue was purif... Starting materials: Cl.Cl.NC=1C(=C(COC=2C=3N(C=CC2)C(=C(N3)C)Br)C(=CC1)Cl)Cl (8-(3-amino-2,6-dichlorobenzyloxy)-3-bromo-2-methylimidazo[1,2-a]pyridine dihydrochloride), CC(=O)C (acetone), C(#N)[BH3-].[Na+] (sodium cyanoborohydride). Run in Cl (HCl), C(C)O (ethanol). Run at time 2 hour. The product is BrC1=C(N=C2N1C=CC=C2OCC2=C(C(=CC=C2Cl)NC(C)C)Cl)C (3-bromo-8-(2,6-dichloro-3-isopropylaminobenzyloxy)-2-methylimidazo[1,2-a]pyridine). Yield: 53.5%. As a reaction SMILES: Cl.Cl.[NH2:3][C:4]1[C:5]([Cl:24])=[C:6]([C:20]([Cl:23])=[CH:21][CH:22]=1)[CH2:7][O:8][C:9]1[C:10]2[N:11]([C:15]([Br:19])=[C:16]([CH3:18])[N:17]=2)[CH:12]=[CH:13][CH:14]=1.[CH3:25][C:26]([CH3:28])=O.C([BH3-])#N.[Na+]>Cl.C(O)C>[Br:19][C:15]1[N:11]2[CH:12]=[CH:13][CH:14]=[C:9]([O:8][CH2:7][C:6]3[C:20]([Cl:23])=[CH:21][CH:22]=[C:4]([NH:3][CH:26]([CH3:28])[CH3:25])[C:5]=3[Cl:24])[C:10]2=[N:17][C:16]=1[CH3:18] |f:0.1.2,4.5|. Reported procedure: To a mixture of 8-(3-amino-2,6-dichlorobenzyloxy)-3-bromo-2-methylimidazo[1,2-a]pyridine dihydrochloride (100 mg) and acetone (116 mg) in 3M HCl solution in ethanol (2 ml) was added sodium cyanoborohydride (25 mg) in one portion. The mixture was stirred for 2 hours at ambient temperature and then concentrated in vacuo. The residue was partitioned between ethyl acetate and aqueous sodium bicarbonate solution. The organic layer was dried and concentrated in vacuo to give an oil, which was purified... The reactants are Cl[Sn](Cl)(Cl)Cl (SnCl4), N1C(=O)NC(=O)C(C)=C1 (Thymine), C(C)(=O)OCOCCOC(C)=O (2-acetoxyethyl acetoxymethyl ether), C(=O)(O)[O-].[Na+] (NaHCO3), C/C(=N\[Si](C)(C)C)/O[Si](C)(C)C (N,O-bis(trimethylsilyl)acetamide). Solvent: C(Cl)(Cl)Cl (CHCl3), C(Cl)Cl (CH2Cl2). The product is C(C)(=O)OCCOCN1C(=O)NC(=O)C(C)=C1 (1-[(2-Acetoxyethoxy)Methyl]Thymine). The yield is 36.0%. RXN SMILES: [NH:1]1[CH:9]=[C:7]([CH3:8])[C:5](=[O:6])[NH:4][C:2]1=[O:3].C(O[CH2:14][O:15][CH2:16][CH2:17][O:18][C:19](=[O:21])[CH3:20])(=O)C.C/C(/O[Si](C)(C)C)=N\[Si](C)(C)C.Cl[Sn](Cl)(Cl)Cl.C([O-])(O)=O.[Na+]>C(Cl)Cl.C(Cl)(Cl)Cl>[C:19]([O:18][CH2:17][CH2:16][O:15][CH2:14][N:1]1[CH:9]=[C:7]([CH3:8])[C:5](=[O:6])[NH:4][C:2]1=[O:3])(=[O:21])[CH3:20] |f:4.5|. Procedure details: Thymine (0.63 g, 5 mmol) was added to 2-acetoxyethyl acetoxymethyl ether (1.32 g, 7.5 mmol) dissolved in CH2Cl2 (15 mL). The reaction mixture was stirred at room temperature and N,O-bis(trimethylsilyl)acetamide (2.96 mL, 12 mmol) was added dropwise. After 3 hours of stirring, the clear solution was cooled to 0° C., and SnCl4 (0.12 mL, 1 mmol) was added. The reaction mixture was allowed to come to room temperature and stirred overnight. A mixture of saturated aqueous NaHCO3 (25 mL) and CHCl3 (50 ... Solvent: C(C)O (ethanol). Reported procedure: A mixture of 2-methyl-1-(2-morpholinophenyl)-3-methyl-2-thiopseudourea hydriodide (3.9 g prepared as described in Example 210), pyrrolidine (1 ml) and ethanol (40 ml) was heated under reflux for two weeks to yield an oil which was purified by chromatography on a neutra alumina column eluted with a 1:1 mixture of dichloromethane and hexane and then a 1:9 mixture of methanol and dichloromethane to give N-methyl-N'-(2-morpholinophenyl)pyrrolidine-1-carboxamidine which was converted into its monofum... Reactants: I.CSC(NC1=C(C=CC=C1)N1CCOCC1)=NC (2-methyl-1-(2-morpholinophenyl)-3-methyl-2-thiopseudourea hydriodide), N1CCCC1 (pyrrolidine). Product: CNC(=NC1=C(C=CC=C1)N1CCOCC1)N1CCCC1 (N-methyl-N'-(2-morpholinophenyl)pyrrolidine-1-carboxamidine). As a reaction SMILES: I.CS[C:4](=[N:18][CH3:19])[NH:5][C:6]1[CH:11]=[CH:10][CH:9]=[CH:8][C:7]=1[N:12]1[CH2:17][CH2:16][O:15][CH2:14][CH2:13]1.[NH:20]1[CH2:24][CH2:23][CH2:22][CH2:21]1>C(O)C>[CH3:19][NH:18][C:4]([N:20]1[CH2:24][CH2:23][CH2:22][CH2:21]1)=[N:5][C:6]1[CH:11]=[CH:10][CH:9]=[CH:8][C:7]=1[N:12]1[CH2:17][CH2:16][O:15][CH2:14][CH2:13]1 |f:0.1|.